Dataset: the Open Reaction Database (ORD), a public repository of structured organic reaction records. Task: describe an organic reaction: reactants, conditions, products, and yield Reaction SMILES: [C:2]([CH3:3])([CH3:4])([CH3:5])[NH:6][CH2:7][CH:8]([OH:9])[c:10]1[cH:11][c:12]([Cl:22])[c:13]([NH:17][C:18](=[O:19])[CH2:20][CH3:21])[c:14]([F:16])[cH:15]1.[ClH:1]>>[C:2]([CH3:3])([CH3:4])([CH3:5])[NH:6][CH2:7][CH:8]([OH:9])[c:10]1[cH:11][c:12]([Cl:22])[c:13]([NH2:17])[c:14]([F:16])[cH:15]1. Starting materials: CCC(=O)Nc1c(F)cc(C(O)CNC(C)(C)C)cc1Cl, Cl. Yields the product CC(C)(C)NCC(O)c1cc(F)c(N)c(Cl)c1. Starting materials: C(C)(C)(C)OC(C=C)=O (t-butylacrylate), C(C=C)(=O)O (acrylic acid), C(C(=C)C)(=O)OCCCO (3-hydroxypropyl methacrylate), CC(COC)OC(=O)C (PGMEA). The reagents and catalysts are CC(C)(C#N)N=NC(C)(C)C#N (AIBN). Product: C(C=C)(=O)OC(C)(C)C.C(C=C)(=O)O.C(C(=C)C)(=O)OCCCO (t-butyl acrylate acrylic acid 3-hydroxypropyl methacrylate). The yield is 118.6%. Reaction SMILES: [C:1]([O:5][C:6](=[O:9])[CH:7]=[CH2:8])([CH3:4])([CH3:3])[CH3:2].[C:10]([OH:14])(=[O:13])[CH:11]=[CH2:12].[C:15]([O:20][CH2:21][CH2:22][CH2:23][OH:24])(=[O:19])[C:16]([CH3:18])=[CH2:17].CC(OC(C)=O)COC>CC(N=NC(C#N)(C)C)(C#N)C>[C:6]([O:5][C:1]([CH3:4])([CH3:3])[CH3:2])(=[O:9])[CH:7]=[CH2:8].[C:10]([OH:14])(=[O:13])[CH:11]=[CH2:12].[C:15]([O:20][CH2:21][CH2:22][CH2:23][OH:24])(=[O:19])[C:16]([CH3:18])=[CH2:17] |f:5.6.7|. Procedure details: 10 g of t-butylacrylate, 4 g of acrylic acid, 6 g of 3-hydroxypropyl methacrylate and 0.4 g of AIBN were added to 200 g of PGMEA, and were then polymerized at 60° C. for 8 hours. After completion of the polymerization, the mixture was precipitated in ether, filtered, and dried in vacuo to yield 17 g of t-butyl acrylate-acrylic acid-3-hydroxypropyl methacrylate copolymer, as a white solid, represented by Formula 2 below: The reactants are OC1=CC=C(C(=O)SC2=CC=CC=C2)C=C1 (S-phenyl 4-(hydroxy)thiobenzoate), C(=S)(Cl)Cl (thiophosgene), [OH-].[Na+] (sodium hydroxide). The solvent is C(Cl)(Cl)Cl (chloroform), O (water). Reaction conditions: time 2 hour. The product is ClC(=S)OC1=CC=C(C(=O)SC2=CC=CC=C2)C=C1 (S-Phenyl 4-(chlorothiocarbonyloxy)thiobenzoate). RXN SMILES: [OH-].[Na+].[OH:3][C:4]1[CH:18]=[CH:17][C:7]([C:8]([S:10][C:11]2[CH:16]=[CH:15][CH:14]=[CH:13][CH:12]=2)=[O:9])=[CH:6][CH:5]=1.[C:19](Cl)([Cl:21])=[S:20]>O.C(Cl)(Cl)Cl>[Cl:21][C:19]([O:3][C:4]1[CH:18]=[CH:17][C:7]([C:8]([S:10][C:11]2[CH:16]=[CH:15][CH:14]=[CH:13][CH:12]=2)=[O:9])=[CH:6][CH:5]=1)=[S:20] |f:0.1|. Reported procedure: A solution of sodium hydroxide (1.55 g in 150 ml of water was added dropwise with vigorous stirring to a solution of 8.8 g of S-phenyl 4-(hydroxy)thiobenzoate and 3.70 ml of thiophosgene in 250 ml of chloroform, the temperature being kept below 10° C. The mixture was stirred at room temperature for 2 hours and the organic layer separated. The organic layer was washed successively with water and brine, dried over calcium chloride, and evaporated to dryness in vacuo to give 11.57 g of the title co... The reactants are O=C([O-])O, CCOC(C)=O, ClC(Cl)Cl, [Na+], [Na+], [Na+], CCCCC(NC(=O)OC(COc1ccc(-n2ccnc2)cc1)C(C)(C)C)C(O)CNS(=O)(=O)c1ccccn1, CCCCC(NC(=O)OC(COc1ccc(-n2ccnc2)cc1)C(C)(C)C)C(O)CNS(=O)(=O)c1ccccn1, O=S([O-])([O-])=S. Product: CCCCC(NC(=O)OC(COc1ccc(-n2ccnc2)cc1)C(C)(C)C)C(=O)CNS(=O)(=O)c1ccccn1. RXN SMILES: [C:88](=[O:89])([OH:90])[O-:91].[CH3:97][CH2:98][O:99][C:100](=[O:101])[CH3:102].[CH:93]([Cl:94])([Cl:95])[Cl:96].[Na+:86].[Na+:87].[Na+:92].[OH:1][CH:2]([CH2:3][NH:4][S:5](=[O:6])(=[O:7])[c:8]1[n:9][cH:10][cH:11][cH:12][cH:13]1)[CH:14]([CH2:15][CH2:16][CH2:17][CH3:18])[NH:19][C:20]([O:21][CH:22]([C:23]([CH3:24])([CH3:25])[CH3:26])[CH2:27][O:28][c:29]1[cH:30][cH:31][c:32](-[n:35]2[cH:36][n:37][cH:38][cH:39]2)[cH:33][cH:34]1)=[O:40].[OH:41][CH:42]([CH:43]([NH:44][C:45](=[O:46])[O:47][CH:48]([CH2:49][O:50][c:51]1[cH:52][cH:53][c:54](-[n:55]2[cH:56][cH:57][n:58][cH:59]2)[cH:60][cH:61]1)[C:62]([CH3:63])([CH3:64])[CH3:65])[CH2:66][CH2:67][CH2:68][CH3:69])[CH2:70][NH:71][S:72]([c:73]1[cH:74][cH:75][cH:76][cH:77][n:78]1)(=[O:79])=[O:80].[S:81]([O-:82])([O-:83])(=[O:84])=[S:85]>>[O:1]=[C:2]([CH2:3][NH:4][S:5](=[O:6])(=[O:7])[c:8]1[n:9][cH:10][cH:11][cH:12][cH:13]1)[CH:14]([CH2:15][CH2:16][CH2:17][CH3:18])[NH:19][C:20]([O:21][CH:22]([C:23]([CH3:24])([CH3:25])[CH3:26])[CH2:27][O:28][c:29]1[cH:30][cH:31][c:32](-[n:35]2[cH:36][n:37][cH:38][cH:39]2)[cH:33][cH:34]1)=[O:40]. Solvent: C(C)(=O)O (acetic acid). As a reaction SMILES: [F:1][C:2]([F:22])([F:21])[C:3]1[CH:8]=[CH:7][CH:6]=[C:5]([C:9]2[N:14]3[CH:15]=[N:16][C:17]([C:18]([NH2:20])=[O:19])=[C:13]3[N:12]=[CH:11][CH:10]=2)[CH:4]=1.C([BH3-])#N.[Na+]>C(O)(=O)C>[F:21][C:2]([F:1])([F:22])[C:3]1[CH:4]=[C:5]([C:9]2[N:14]3[CH:15]=[N:16][C:17]([C:18]([NH2:20])=[O:19])=[C:13]3[NH:12][CH2:11][CH:10]=2)[CH:6]=[CH:7][CH:8]=1 |f:1.2|. Conditions: time 3 hour. Reactants: C(#N)[BH3-].[Na+] (sodium cyanoborohydride), FC(C1=CC(=CC=C1)C1=CC=NC=2N1C=NC2C(=O)N)(F)F (4-(α,α,α-trifluoro-m-tolyl)imidazo[1,5-a]pyrimidine-8-carboxamide). Yield: 75.6%. Product: FC(C=1C=C(C=CC1)C1=CCNC=2N1C=NC2C(=O)N)(F)F (1,2-Dihydro-4-[3-(trifluoromethyl)phenyl]imidazo-[1,5-a]pyrimidine-8-carboxamide). Reported procedure: To a solution of 9.2 g of 4-(α,α,α-trifluoro-m-tolyl)imidazo[1,5-a]pyrimidine-8-carboxamide (Ex. 28, U.S. Pat. No. 4,236,005) in 100 ml of glacial acetic acid, was added in portions 3.0 g of sodium cyanoborohydride at room temperature under nitrogen. The mixture was stirred at room temperature for 3 hours. The solvent was evaporated in vacuo to give an oil. The oil was triturated with water and a white precipitate formed, and this was collected by filtration, washed with water and then was slurr... Reactants: C1CCOC1, Cn1c(=O)ccc2ccc(Cl)nc21, OCCCCN1CCN(c2cccc3ccccc23)CC1. Yields the product Cn1c(=O)ccc2ccc(OCCCCN3CCN(c4cccc5ccccc45)CC3)nc21. Reaction SMILES: [CH2:35]1[O:36][CH2:37][CH2:38][CH2:39]1.[Cl:22][c:23]1[cH:24][cH:25][c:26]2[cH:27][cH:28][c:29](=[O:34])[n:30]([CH3:33])[c:31]2[n:32]1.[c:1]1([N:11]2[CH2:12][CH2:13][N:14]([CH2:17][CH2:18][CH2:19][CH2:20][OH:21])[CH2:15][CH2:16]2)[cH:2][cH:3][cH:4][c:5]2[cH:6][cH:7][cH:8][cH:9][c:10]12>>[c:1]1([N:11]2[CH2:12][CH2:13][N:14]([CH2:17][CH2:18][CH2:19][CH2:20][O:21][c:23]3[cH:24][cH:25][c:26]4[cH:27][cH:28][c:29](=[O:34])[n:30]([CH3:33])[c:31]4[n:32]3)[CH2:15][CH2:16]2)[cH:2][cH:3][cH:4][c:5]2[cH:6][cH:7][cH:8][cH:9][c:10]12. Starting materials: CC(C)(C)[S@@](=O)N ((R)-(+)-2-methyl-2-propanesulfinamide), BrC=1C=CC(=NC1)C=O (5-bromo-pyridine-2-carbaldehyde). Reagents/catalysts: [O-]S(=O)(=O)[O-].[Cu+2] (CuSO4). Run in C(Cl)Cl (CH2Cl2). Conditions: time 21 hour. The product is BrC=1C=CC(=NC1)\C=N\[S@](=O)C(C)(C)C ((R)-2-methyl-propane-2-sulfinic acid 1-(5-bromo-pyridin-2-yl)-meth-(E)-ylideneamide). The yield is 97.1%. RXN SMILES: [CH3:1][C:2]([S@:5]([NH2:7])=[O:6])([CH3:4])[CH3:3].[Br:8][C:9]1[CH:10]=[CH:11][C:12]([CH:15]=O)=[N:13][CH:14]=1>C(Cl)Cl.[O-]S([O-])(=O)=O.[Cu+2]>[Br:8][C:9]1[CH:10]=[CH:11][C:12](/[CH:15]=[N:7]/[S@@:5]([C:2]([CH3:4])([CH3:3])[CH3:1])=[O:6])=[N:13][CH:14]=1 |f:3.4|. Reported procedure: To a solution of (R)-(+)-2-methyl-2-propanesulfinamide (2.60 g, 21.5 mmol) in 100 mL of CH2Cl2 at room temperature was added CuSO4 (7.53 g, 47.2 mmol) and 5-bromo-pyridine-2-carbaldehyde (4.39 g, 23.6 mmol). The reaction mixture was stirred at room temperature for 21 h and then filtered through Diatomaceous earth, washing with CH2Cl2. The filtrates were concentrated to give a pale brown oil that was purified by flash chromatography on silica gel, eluting with 10-25% EtOAc in hexanes, to afford 6... Starting materials: ClC1=C(C=NC2=CC=C(N=C12)Cl)C(CC)=O (1-(4,6-dichloro-1,5-naphthyridin-3-yl)propan-1-one), NC=1C=CC(=NC1)N1C[C@H](CCC1)NC(OC(C)(C)C)=O ((S)-tert-butyl 1-(5-aminopyridin-2-yl)piperidin-3-ylcarbamate). Yields the product ClC=1N=C2C(=C(C=NC2=CC1)C(CC)=O)NC=1C=CC(=NC1)N1C[C@H](CCC1)NC(OC(C)(C)C)=O ((S)-tert-butyl (1-(5-((6-chloro-3-propionyl-1,5-naphthyridin-4-yl)amino)pyridin-2-yl)piperidin-3-yl)carbamate). Yield: 109.8%. RXN SMILES: Cl[C:2]1[C:11]2[C:6](=[CH:7][CH:8]=[C:9]([Cl:12])[N:10]=2)[N:5]=[CH:4][C:3]=1[C:13](=[O:16])[CH2:14][CH3:15].[NH2:17][C:18]1[CH:19]=[CH:20][C:21]([N:24]2[CH2:29][CH2:28][CH2:27][C@H:26]([NH:30][C:31](=[O:37])[O:32][C:33]([CH3:36])([CH3:35])[CH3:34])[CH2:25]2)=[N:22][CH:23]=1>>[Cl:12][C:9]1[N:10]=[C:11]2[C:6](=[CH:7][CH:8]=1)[N:5]=[CH:4][C:3]([C:13](=[O:16])[CH2:14][CH3:15])=[C:2]2[NH:17][C:18]1[CH:19]=[CH:20][C:21]([N:24]2[CH2:29][CH2:28][CH2:27][C@H:26]([NH:30][C:31](=[O:37])[O:32][C:33]([CH3:35])([CH3:34])[CH3:36])[CH2:25]2)=[N:22][CH:23]=1. Procedure details: Following general procedure I, 1-(4,6-dichloro-1,5-naphthyridin-3-yl)propan-1-one (250 mg, 0.98 mmol) was reacted with (S)-tert-butyl 1-(5-aminopyridin-2-yl)piperidin-3-ylcarbamate (430 mg, 1.5 mmol) to afford the desired product (550 mg, crude) as an dark brown solid: 1H NMR (500 MHz, CDCl3) δ 11.29 (s, 1H), 9.03 (s, 1H), 8.11 (d, J=9.0 Hz, 1H), 8.01 (d, J=3.0 Hz, 1H), 7.47 (d, J=9.0 Hz, 1H), 7.31-7.29 (m, 1H), 6.72 (d, J=9.0 Hz, 1H), 4.79 (br s, 1H), 3.90-3.61 (m, 4H), 3.51-3.25 (m, 2H), 3.07 ... Starting materials: C=O, Cc1ccc(S(=O)(=O)n2cccc(O)c2=O)cc1, CCO, NCc1ccccc1. Product: Cc1ccc(S(=O)(=O)n2ccc(CNCc3ccccc3)c(O)c2=O)cc1. Reaction SMILES: [CH2:19]=[O:20].[CH3:1][c:2]1[cH:3][cH:4][c:5]([S:8](=[O:9])(=[O:10])[n:11]2[c:12](=[O:18])[c:13]([OH:17])[cH:14][cH:15][cH:16]2)[cH:6][cH:7]1.[CH3:29][CH2:30][OH:31].[NH2:21][CH2:22][c:23]1[cH:24][cH:25][cH:26][cH:27][cH:28]1>>[CH3:1][c:2]1[cH:3][cH:4][c:5]([S:8](=[O:9])(=[O:10])[n:11]2[c:12](=[O:18])[c:13]([OH:17])[c:14]([CH2:19][NH:21][CH2:22][c:23]3[cH:24][cH:25][cH:26][cH:27][cH:28]3)[cH:15][cH:16]2)[cH:6][cH:7]1. Reactants: CN(C)C=O, O=C(Cl)C(=O)Cl, ClCCl, CC(C(=O)O)n1ccn(-c2ccc(OCC(F)(F)C(F)F)cc2)c1=O. The product is CC(C(=O)Cl)n1ccn(-c2ccc(OCC(F)(F)C(F)F)cc2)c1=O. Reaction SMILES: [CH3:35][N:36]([CH3:37])[CH:38]=[O:39].[Cl:26][C:27]([C:28]([Cl:29])=[O:30])=[O:31].[Cl:32][CH2:33][Cl:34].[F:1][C:2]([CH2:3][O:4][c:5]1[cH:6][cH:7][c:8](-[n:11]2[c:12](=[O:21])[n:13]([CH:16]([C:17](=[O:18])[OH:19])[CH3:20])[cH:14][cH:15]2)[cH:9][cH:10]1)([CH:22]([F:23])[F:24])[F:25]>>[F:1][C:2]([CH2:3][O:4][c:5]1[cH:6][cH:7][c:8](-[n:11]2[c:12](=[O:21])[n:13]([CH:16]([C:17](=[O:18])[Cl:26])[CH3:20])[cH:14][cH:15]2)[cH:9][cH:10]1)([CH:22]([F:23])[F:24])[F:25].